This data is from the Open Reaction Database (ORD), a public repository of structured organic reaction records. The task is: describe an organic reaction: reactants, conditions, products, and yield Product: CC1=CC(=C(C=C1)SC1=CC=C(C=C1)NC(C)=O)[N+](=O)[O-] (N-[4-(4-Methyl-2-nitro-phenylsulfanyl)-phenyl]-acetamide). Yield: 98.0%. As a reaction SMILES: [CH3:1][C:2]1[CH:7]=[CH:6][C:5](OS(C(F)(F)F)(=O)=O)=[C:4]([N+:16]([O-:18])=[O:17])[CH:3]=1.[SH:19][C:20]1[CH:25]=[CH:24][C:23]([NH:26][C:27](=[O:29])[CH3:28])=[CH:22][CH:21]=1>>[CH3:1][C:2]1[CH:7]=[CH:6][C:5]([S:19][C:20]2[CH:21]=[CH:22][C:23]([NH:26][C:27](=[O:29])[CH3:28])=[CH:24][CH:25]=2)=[C:4]([N+:16]([O-:18])=[O:17])[CH:3]=1. Procedure details: The product from Example 6a (1 g, 3.51 mmol) was reacted with N-(4-mercapto-phenyl)-acetamide (0.65 g, 351 mmol) for 18 h following the procedure from Example 6b giving the title compound (1.04 g, 98%). Reactants: CC1=CC(=C(C=C1)OS(=O)(=O)C(F)(F)F)[N+](=O)[O-] (Trifluoro-methanesulfonic acid 4-methyl-2-nitro-phenyl ester), SC1=CC=C(C=C1)NC(C)=O (N-(4-mercapto-phenyl)-acetamide). Starting materials: Nc1ccc(Br)c2ccccc12, COCCOC, [Na+], [Na+], O=C([O-])[O-], O, [Pd], c1ccc(P(c2ccccc2)c2ccccc2)cc1, c1ccc(P(c2ccccc2)c2ccccc2)cc1, c1ccc(P(c2ccccc2)c2ccccc2)cc1, c1ccc(P(c2ccccc2)c2ccccc2)cc1, OB(O)c1ccncc1. Product: Nc1ccc(-c2ccncc2)c2ccccc12. As a reaction SMILES: [Br:1][c:2]1[cH:3][cH:4][c:5]([NH2:12])[c:6]2[cH:7][cH:8][cH:9][cH:10][c:11]12.[CH3:28][O:29][CH2:30][CH2:31][O:32][CH3:33].[Na+:13].[Na+:14].[O-:15][C:16](=[O:17])[O-:18].[OH2:34].[Pd:35].[c:36]1([P:37]([c:38]2[cH:39][cH:40][cH:41][cH:42][cH:43]2)[c:44]2[cH:45][cH:46][cH:47][cH:48][cH:49]2)[cH:50][cH:51][cH:52][cH:53][cH:54]1.[c:55]1([P:56]([c:57]2[cH:58][cH:59][cH:60][cH:61][cH:62]2)[c:63]2[cH:64][cH:65][cH:66][cH:67][cH:68]2)[cH:69][cH:70][cH:71][cH:72][cH:73]1.[c:74]1([P:75]([c:76]2[cH:77][cH:78][cH:79][cH:80][cH:81]2)[c:82]2[cH:83][cH:84][cH:85][cH:86][cH:87]2)[cH:88][cH:89][cH:90][cH:91][cH:92]1.[c:93]1([P:94]([c:95]2[cH:96][cH:97][cH:98][cH:99][cH:100]2)[c:101]2[cH:102][cH:103][cH:104][cH:105][cH:106]2)[cH:107][cH:108][cH:109][cH:110][cH:111]1.[n:19]1[cH:20][cH:21][c:22]([B:25]([OH:26])[OH:27])[cH:23][cH:24]1>>[c:2]1(-[c:22]2[cH:21][cH:20][n:19][cH:24][cH:23]2)[cH:3][cH:4][c:5]([NH2:12])[c:6]2[cH:7][cH:8][cH:9][cH:10][c:11]12. Conditions: time 20 minute. Reaction SMILES: [CH3:1][O:2][C:3]1[CH:8]=[C:7]([O:9][CH3:10])[C:6]([C:11](=[O:23])[CH2:12][CH2:13][C:14]2[CH:19]=[CH:18][C:17]([OH:20])=[C:16]([O:21][CH3:22])[CH:15]=2)=[C:5]([O:24][CH2:25][C:26]([O:28]C)=[O:27])[C:4]=1[CH2:30][CH2:31][CH:32]([CH3:34])[CH3:33].[OH-].[K+].Cl>CO>[C:26]([CH2:25][O:24][C:5]1[C:4]([CH2:30][CH2:31][CH:32]([CH3:33])[CH3:34])=[C:3]([O:2][CH3:1])[CH:8]=[C:7]([O:9][CH3:10])[C:6]=1[C:11](=[O:23])[CH2:12][CH2:13][C:14]1[CH:19]=[CH:18][C:17]([OH:20])=[C:16]([O:21][CH3:22])[CH:15]=1)([OH:28])=[O:27] |f:1.2|. Reactants: Cl (hydrochloric acid), aqueous solution, [OH-].[K+] (potassium hydroxide), COC1=C(C(=C(C(=C1)OC)C(CCC1=CC(=C(C=C1)O)OC)=O)OCC(=O)OC)CCC(C)C (1-(4,6-dimethoxy-2-methoxycarbonylmethoxy-3-isopentylphenyl)-3-(4-hydroxy-3-methoxyphenyl)-1-propanone). The solvent is CO (methanol). Reported procedure: Then, 12.0 g of 1-(4,6-dimethoxy-2-methoxycarbonylmethoxy-3-isopentylphenyl)-3-(4-hydroxy-3-methoxyphenyl)-1-propanone was dissolved in 120 ml of methanol, and 70 ml of a 5% aqueous solution of potassium hydroxide was added to the solution and the mixture was stirred at room temperature for 20 minutes. Then, the reaction mixture was made weakly acidic by addition of dilute hydrochloric acid, and the solvent was removed by distillation and the residue was crystallized from ethyl acetate/diethyl e... Product: C(=O)(O)COC1=C(C(=CC(=C1CCC(C)C)OC)OC)C(CCC1=CC(=C(C=C1)O)OC)=O (1-(2-carboxymethoxy-4,6-dimethoxy-3-isopentylphenyl)-3-(4-hydroxy-3-methoxyphenyl)-1-propanone). Yields the product COC=1C=C2C=C(C=NC2=CC1)CO ((6-Methoxyquinolin-3-yl)methanol). RXN SMILES: [CH3:1][O:2][C:3]1[CH:4]=[C:5]2[C:10](=[CH:11][CH:12]=1)[N:9]=[CH:8][C:7]([CH:13]=[O:14])=[CH:6]2.[BH4-].[Na+]>C1COCC1>[CH3:1][O:2][C:3]1[CH:4]=[C:5]2[C:10](=[CH:11][CH:12]=1)[N:9]=[CH:8][C:7]([CH2:13][OH:14])=[CH:6]2 |f:1.2|. Run in C1CCOC1 (THF). Yield: 48.9%. Conditions: time 8 hour. Reactants: COC=1C=C2C=C(C=NC2=CC1)C=O (6-methoxyquinoline-3-carbaldehyde), [BH4-].[Na+] (NaBH4). Procedure details: To a stirred solution of 6-methoxyquinoline-3-carbaldehyde (1.00 g, 5.3 mmol) in THF (50 mL) in a 100 mL round-bottomed flask equipped with a magnetic stirrer was added NaBH4 (0.20 g, 5.3 mmol) and the mixture was stirred overnight at RT then cooled in an ice bath before quenching by addition of a 1 N aq. HCl solution (12 mL). After stirring for 15 min at RT, the mixture was basified to pH=9 with a 2 N aq. NaOH solution. THF was removed at 40° C. under vacuum and the solution was extracted with ... Solvent: CN(C)C=O (DMF). Reported procedure: To a solution of 1-benzyl-5-hydroxy-1,4,5,6-tetrahydrocyclo-penta[c]pyrazole-3-carbonitrile-(see Example 9.7, 30 mg, 0.125 mmol) in anhydrous DMF (2 mL) was added sodium hydride (6 mg, 0.15 mmol, 60% dispersion in oil). After stirring for 3 minutes propyl bromide was added (14 μL, 0.15 mmol) and the resulting mixture stirred for an hour. At the end of this time sodium hydride (6 mg, 0.15 mmol, 60% dispersion in oil) and propyl bromide were added. After 30 minutes the reaction was quenched by add... Starting materials: [H-].[Na+] (sodium hydride), C(CC)Br (propyl bromide), C(C1=CC=CC=C1)N1N=C(C2=C1CC(C2)O)C#N (1-benzyl-5-hydroxy-1,4,5,6-tetrahydrocyclo-penta[c]pyrazole-3-carbonitrile), [H-].[Na+] (sodium hydride), C(CC)Br (propyl bromide). Product: C(C1=CC=CC=C1)N1N=C(C2=C1CC(C2)OCCC)C#N (1-Benzyl-5-propoxy-1,4,5,6-tetrahydro-cyclopentapyrazole-3-carbonitrile). Reaction SMILES: [CH2:1]([N:8]1[C:12]2[CH2:13][CH:14]([OH:16])[CH2:15][C:11]=2[C:10]([C:17]#[N:18])=[N:9]1)[C:2]1[CH:7]=[CH:6][CH:5]=[CH:4][CH:3]=1.[H-].[Na+].[CH2:21](Br)[CH2:22][CH3:23]>CN(C=O)C>[CH2:1]([N:8]1[C:12]2[CH2:13][CH:14]([O:16][CH2:21][CH2:22][CH3:23])[CH2:15][C:11]=2[C:10]([C:17]#[N:18])=[N:9]1)[C:2]1[CH:3]=[CH:4][CH:5]=[CH:6][CH:7]=1 |f:1.2|. Starting materials: C1CCOC1, O=C=Nc1ccc(F)cc1, COc1ccc(Nc2nc(N)c(C(=O)c3ccc(Cl)cc3)s2)cc1. Yields the product COc1ccc(Nc2nc(NC(=O)Nc3ccc(F)cc3)c(C(=O)c3ccc(Cl)cc3)s2)cc1. Reaction SMILES: [CH2:35]1[O:36][CH2:37][CH2:38][CH2:39]1.[F:25][c:26]1[cH:27][cH:28][c:29]([N:32]=[C:33]=[O:34])[cH:30][cH:31]1.[NH2:1][c:2]1[n:3][c:4]([NH:16][c:17]2[cH:18][cH:19][c:20]([O:23][CH3:24])[cH:21][cH:22]2)[s:5][c:6]1[C:7](=[O:8])[c:9]1[cH:10][cH:11][c:12]([Cl:15])[cH:13][cH:14]1>>[NH:1]([c:2]1[n:3][c:4]([NH:16][c:17]2[cH:18][cH:19][c:20]([O:23][CH3:24])[cH:21][cH:22]2)[s:5][c:6]1[C:7](=[O:8])[c:9]1[cH:10][cH:11][c:12]([Cl:15])[cH:13][cH:14]1)[C:33]([NH:32][c:29]1[cH:28][cH:27][c:26]([F:25])[cH:31][cH:30]1)=[O:34].